From a dataset of the Open Reaction Database (ORD), a public repository of structured organic reaction records. describe an organic reaction: reactants, conditions, products, and yield The reactants are amine, ClC1=CC=C(C(=O)NCC2=CC=C(C=C2)S(=O)(=O)N2CCC(CC2)=O)C=C1 (4-chloro-N-{4-[(4-oxo-1-piperidinyl)sulfonyl]benzyl}benzamide), C(CCCCC)N (N-hexylamine), Cyanoborohydride-IRA400. Run in C1CCOC1.CO (THF methanol). Conditions: temperature 50 celsius, time 8 hour. The product is ClC1=CC=C(C(=O)NCC2=CC=C(C=C2)S(=O)(=O)N2CCC(CC2)NCCCCCC)C=C1 (4-chloro-N-(4-{[-4-(hexylamino)-1-piperidinyl]sulfonyl}benzyl)benzamide), powder. The yield is 36.0%. Reaction SMILES: [Cl:1][C:2]1[CH:27]=[CH:26][C:5]([C:6]([NH:8][CH2:9][C:10]2[CH:15]=[CH:14][C:13]([S:16]([N:19]3[CH2:24][CH2:23][C:22](=O)[CH2:21][CH2:20]3)(=[O:18])=[O:17])=[CH:12][CH:11]=2)=[O:7])=[CH:4][CH:3]=1.[CH2:28]([NH2:34])[CH2:29][CH2:30][CH2:31][CH2:32][CH3:33]>C1COCC1.CO>[Cl:1][C:2]1[CH:27]=[CH:26][C:5]([C:6]([NH:8][CH2:9][C:10]2[CH:15]=[CH:14][C:13]([S:16]([N:19]3[CH2:24][CH2:23][CH:22]([NH:34][CH2:28][CH2:29][CH2:30][CH2:31][CH2:32][CH3:33])[CH2:21][CH2:20]3)(=[O:18])=[O:17])=[CH:12][CH:11]=2)=[O:7])=[CH:4][CH:3]=1 |f:2.3|. Reported procedure: 4-chloro-N-{4-[(4-oxo-1-piperidinyl)sulfonyl]benzyl}benzamide 7d (500 mg, 1.23 mmol) was suspended in THF/methanol (10 ml/20 ml), N-hexylamine (149 mg, 1.48 mmol) and Cyanoborohydride-IRA400 (1.0 g, 3.0 mmol) were added and the reaction mixture was stirred at 50° C. overnight. Excess amine was scavenged with Ameba-PS (415 mg, 0.50 mmol) by shaking for 2 h. The resins were filtered off, solvent removed in vacuo and the obtained residue purified by column chromatography on silica gel using a step ... Starting materials: CCO, O=C(O)C=Cc1ccc(-c2ccccc2Cl)cc1, [H][H], O=[Pt]. The product is O=C(O)CCc1ccc(-c2ccccc2Cl)cc1. RXN SMILES: [CH3:23][CH2:24][OH:25].[Cl:1][c:2]1[c:3](-[c:8]2[cH:9][cH:10][c:11]([CH:12]=[CH:13][C:14](=[O:15])[OH:16])[cH:17][cH:18]2)[cH:4][cH:5][cH:6][cH:7]1.[H:19][H:20].[Pt:21]=[O:22]>>[Cl:1][c:2]1[c:3](-[c:8]2[cH:9][cH:10][c:11]([CH2:12][CH2:13][C:14](=[O:15])[OH:16])[cH:17][cH:18]2)[cH:4][cH:5][cH:6][cH:7]1. Reactants: COC(=O)C1=C(C=C2[C@H](CCSC2=C1)N)Cl ((S)-4-amino-6-chlorothiochromane-7-carboxylic acid methyl ester), C(C1=CC=CC=C1)OC(=O)Cl (benzyloxycarbonyl chloride). Procedure: By a similar reaction operation as in Starting Material Synthetic Example 4 using (S)-4-amino-6-chlorothiochromane-7-carboxylic acid methyl ester (450 mg) and benzyloxycarbonyl chloride (0.31 ml), the objective (S)-4-(benzyloxycarbonylamino)-6-chlorothiochromane-7-carboxylic acid methyl ester (478 mg) was obtained as colorless crystals. Product: COC(=O)C1=C(C=C2[C@H](CCSC2=C1)NC(=O)OCC1=CC=CC=C1)Cl ((S)-4-(benzyloxycarbonylamino)-6-chlorothiochromane-7-carboxylic acid methyl ester). RXN SMILES: [CH3:1][O:2][C:3]([C:5]1[CH:14]=[C:13]2[C:8]([C@@H:9]([NH2:15])[CH2:10][CH2:11][S:12]2)=[CH:7][C:6]=1[Cl:16])=[O:4].[CH2:17]([O:24][C:25](Cl)=[O:26])[C:18]1[CH:23]=[CH:22][CH:21]=[CH:20][CH:19]=1>>[CH3:1][O:2][C:3]([C:5]1[CH:14]=[C:13]2[C:8]([C@@H:9]([NH:15][C:25]([O:24][CH2:17][C:18]3[CH:23]=[CH:22][CH:21]=[CH:20][CH:19]=3)=[O:26])[CH2:10][CH2:11][S:12]2)=[CH:7][C:6]=1[Cl:16])=[O:4].